Dataset: the Open Reaction Database (ORD), a public repository of structured organic reaction records. Task: describe an organic reaction: reactants, conditions, products, and yield Reactants: C(=O)(OC(C)(C)C)N1[C@@H](CC1)COC=1C=NC(=C(C1)Br)Cl (3-(1-BOC-2-(S)-azetidinylmethoxy)-5-bromo-6-chloropyridine), ClC1=CC=C(C=C1)B(O)O (4-chlorophenylboronic acid), Pd(0), C(=O)([O-])[O-].[Na+].[Na+] (Na2CO3), solution. The solvent is C1(=CC=CC=C1)C (toluene). Product: N1[C@@H](CC1)COC=1C=NC(=C(C1)C1=CC=C(C=C1)Cl)Cl (3-(2-(S)-Azetidinylmethoxy)-6-chloro-5-(4-chlorophenyl)pyridine). The yield is 124.3%. Reaction SMILES: C([N:8]1[CH2:11][CH2:10][C@H:9]1[CH2:12][O:13][C:14]1[CH:15]=[N:16][C:17]([Cl:21])=[C:18](Br)[CH:19]=1)(OC(C)(C)C)=O.[Cl:22][C:23]1[CH:28]=[CH:27][C:26](B(O)O)=[CH:25][CH:24]=1.C([O-])([O-])=O.[Na+].[Na+]>C1(C)C=CC=CC=1>[NH:8]1[CH2:11][CH2:10][C@H:9]1[CH2:12][O:13][C:14]1[CH:15]=[N:16][C:17]([Cl:21])=[C:18]([C:26]2[CH:27]=[CH:28][C:23]([Cl:22])=[CH:24][CH:25]=2)[CH:19]=1 |f:2.3.4|. Procedure details: To a solution of 3-(1-BOC-2-(S)-azetidinylmethoxy)-5-bromo-6-chloropyridine (650 mg, 1.73 mmol) and 4-chlorophenylboronic acid (284 mg, 1.82 mmol, Lancaster Chemical Co.) in toluene (10 mL) was added Pd(0) (37 mg) and Na2CO3 (5 mL of a 2 M solution), and the mixture was heated at reflux for 14 h. The solvent was removed under vacuum, and the residue was chromatographed (silica gel; EtOAc/hexane, 1:5 to 1:2) to afford the title compound (665 mg, 94 % yield): 1H NMR (CDCl3, 300 MHz) δ1.41 (s, 9H),...